From a dataset of the Open Reaction Database (ORD), a public repository of structured organic reaction records. describe an organic reaction: reactants, conditions, products, and yield Starting materials: ice, [BH4-].[Na+] (NaBH4), C(=O)(O)[O-].[Na+] (NaHCO3), C(=O)(OC(C)(C)C)N[C@@H](C(C)C)C(=O)O (Boc-Valine), CN1CCOCC1 (NMM). The solvent is O (H2O), C1CCOC1 (THF). Reaction conditions: temperature 0 celsius, time 15 minute. The product is N([C@@H](C(C)C)CO)C(=O)OC(C)(C)C (Boc-ValCH2OH). As a reaction SMILES: [C:1]([NH:8][C@H:9]([C:13](O)=[O:14])[CH:10]([CH3:12])[CH3:11])([O:3][C:4]([CH3:7])([CH3:6])[CH3:5])=[O:2].CN1CCOCC1.[BH4-].[Na+].C([O-])(O)=O.[Na+]>C1COCC1.O>[NH:8]([C:1]([O:3][C:4]([CH3:6])([CH3:5])[CH3:7])=[O:2])[C@H:9]([CH2:13][OH:14])[CH:10]([CH3:11])[CH3:12] |f:2.3,4.5|. Reported procedure: To 5 g (0.023 mol) of Boc-Valine dissolved in THF (30 mL) at −10° C. under N2 are added NMM (2.5 mL 0.023 mol) and IBCF (3 mL, 0.023 mol). The reaction mixture is stirred 15 minutes and filtered. The filtrate is added slowly to an ice-cold solution of NaBH4 (2.3 g, 0.061 mol) in H2O (10 mL) and stirred 1 hour at ice-bath temperature then 1 hour at room temperature. The reaction mixture is cooled to 0° C. and treated with saturated NaHCO3 solution, extracted with EtOAc, washed with 1M HCl saturat... Reactants: Amidine, C(C1=CC=CC=C1)#N (benzonitrile), C(C)(C)C1=C(N)C(=CC=C1)C(C)C (2,6-diisopropylaniline), C(CCC)[Li] (butyllithium). Yields the product C(C)(C)C1=C(C(=CC=C1)C(C)C)NC(C1=CC=CC=C1)=N (N1-(2,6-diisopropylphenyl)benzamidine). Isolated yield 50.0%. Reaction SMILES: [CH:1]([C:4]1[CH:10]=[CH:9][CH:8]=[C:7]([CH:11]([CH3:13])[CH3:12])[C:5]=1[NH2:6])([CH3:3])[CH3:2].C([Li])CCC.[C:19](#[N:26])[C:20]1[CH:25]=[CH:24][CH:23]=[CH:22][CH:21]=1>>[CH:11]([C:7]1[CH:8]=[CH:9][CH:10]=[C:4]([CH:1]([CH3:3])[CH3:2])[C:5]=1[NH:6][C:19](=[NH:26])[C:20]1[CH:25]=[CH:24][CH:23]=[CH:22][CH:21]=1)([CH3:13])[CH3:12]. Procedure: Procedure as described for Amidine I using the following amounts: 8.50 mL of 2,6-diisopropylaniline (45.0 mmol); 23.5 mL of 2.0 M butyllithium (47.0 mmol); 4.70 mL of benzonitrile (46.0 mmol). Filtration of the final pentane solution yielded 6.31 g (50%) of white solid. 1H NMR (400 MHz, CDCl3): 7.92 (d, 2H), 7.48 (m, 3H), 7.17 (d, 2H), 7.09 (t, 1 H), 4.59 (s, 2H), 3.06 (septet, 2H), 1.20 (d, 12H). Starting materials: C(C)NC=1S[C@@H]2[C@H](N1)[C@H]([C@@H]([C@H](O2)C(=O)N(C)OC)O)O ((3aR,5S,6S,7R,7aR)-2-(ethylamino)-6,7-dihydroxy-N-methoxy-N-methyl-5,6,7,7a-tetrahydro-3aH-pyrano[3,2-d][1,3]thiazole-5-carboxamide), C(C(C)C)[AlH]CC(C)C (hydrido(diisobutyl)aluminum). Solvent: C1(=CC=CC=C1)C (toluene), O1CCCC1 (tetrahydrofuran). Reaction conditions: temperature -78 celsius, time 3 hour. Product: C(C)NC=1S[C@@H]2[C@H](N1)[C@H]([C@@H]([C@H](O2)C=O)O)O ((3aR,5S,6S,7R,7aR)-2-(ethylamino)-6,7-dihydroxy-5,6,7,7a-tetrahydro-3aH-pyrano[3,2-d][1,3]thiazole-5-carbaldehyde). Reaction SMILES: [CH2:1]([NH:3][C:4]1[S:5][C@H:6]2[O:12][C@H:11]([C:13](N(OC)C)=[O:14])[C@@H:10]([OH:19])[C@H:9]([OH:20])[C@H:7]2[N:8]=1)[CH3:2].C([AlH]CC(C)C)C(C)C>C1(C)C=CC=CC=1.O1CCCC1>[CH2:1]([NH:3][C:4]1[S:5][C@H:6]2[O:12][C@H:11]([CH:13]=[O:14])[C@@H:10]([OH:19])[C@H:9]([OH:20])[C@H:7]2[N:8]=1)[CH3:2]. Reported procedure: In a dry sealed vial was added (3aR,5S,6S,7R,7aR)-2-(ethylamino)-6,7-dihydroxy-N-methoxy-N-methyl-5,6,7,7a-tetrahydro-3aH-pyrano[3,2-d][1,3]thiazole-5-carboxamide (70.00 mg; 0.23 mmol; 1.00 eq.) in toluene (1.00 ml) and tetrahydrofuran (1.00 ml). The clear solution was cooled to −78° C. before hydrido(diisobutyl)aluminum (962.81 μl; 1.00 M; 0.96 mmol; 4.20 eq.) was added slowly. The obtained solution was stirred at −78° C. for 3 h before the reaction was quenched by addition of 1 mL H2O at −78° ... The reactants are CN1C2=CC=CC=C2C=2N=C3C=CC=CC3=C(C12)C(=O)OC (Methyl 10-Methylquindoline-11-carboxylate), CI (methyl iodide). Yields the product [I-].C[N+]1=C2C=CC=CC2=C(C=2N(C3=CC=CC=C3C12)C)C(=O)OC (5,10-Dimethyl-11-(methoxycarbonyl)quindolinium Iodide). As a reaction SMILES: [CH3:1][N:2]1[C:18]2[C:17]([C:19]([O:21][CH3:22])=[O:20])=[C:16]3[C:11]([CH:12]=[CH:13][CH:14]=[CH:15]3)=[N:10][C:9]=2[C:8]2[C:3]1=[CH:4][CH:5]=[CH:6][CH:7]=2.[CH3:23][I:24]>>[I-:24].[CH3:23][N+:10]1[C:9]2[C:8]3[C:3](=[CH:4][CH:5]=[CH:6][CH:7]=3)[N:2]([CH3:1])[C:18]=2[C:17]([C:19]([O:21][CH3:22])=[O:20])=[C:16]2[C:11]=1[CH:12]=[CH:13][CH:14]=[CH:15]2 |f:2.3|. Reported procedure: A solution of methyl 10-methylquindoline-11-carboxylate (0.5 g, 1.72 mmol) from Example 13 in methyl iodide (5 mL, 50.3 mmol) was stirred at room temperature for 48 hours. The excess of CH3I was removed in vacuo and the residue was dissolved in MeOH (10 mL). Diethyl ether (30 mL) was added and the precipitate was filtered and washed thoroughly with diethyl ether to afford, after drying, 0.33 g (44.6%) of the title compound as an orange solid, mp 257.0-257.5° C. (decomp.); 1H NMR (DMSO-d6) δ 8.90... The reactants are CCO, NN, O, COC(=O)c1ccc(C(=O)NCc2cccnc2)s1. The product is NNC(=O)c1ccc(C(=O)NCc2cccnc2)s1. As a reaction SMILES: [CH3:23][CH2:24][OH:25].[NH2:21][NH2:22].[OH2:20].[cH:1]1[c:2]([CH2:7][NH:8][C:9](=[O:10])[c:11]2[cH:12][cH:13][c:14]([C:16]([O:18][CH3:17])=[O:19])[s:15]2)[cH:3][cH:4][cH:5][n:6]1>>[cH:1]1[c:2]([CH2:7][NH:8][C:9](=[O:10])[c:11]2[cH:12][cH:13][c:14]([C:16](=[O:18])[NH:21][NH2:22])[s:15]2)[cH:3][cH:4][cH:5][n:6]1. Starting materials: ClC1=NC=CC(=C1)C1=CC(=C(O1)C)C(CC(C)C)NC1=CC=C(C(=O)O)C=C1 (4-({1-[5-(2-chloropyridin-4-yl)-2-methylfuran-3-yl]-3-methylbutyl}amino)benzoic acid), CNCCC(=O)OCC (ethyl 3-(methylamino)propanoate), Cl.C(C)N=C=NCCCN(C)C (1-ethyl-3-(3-dimethylaminopropyl)carbodiimide hydrochloride), O.OC1=CC=CC=2NN=NC21 (hydroxybenzotriazole monohydrate). Run in C(C)(=O)OCC (Ethyl acetate), CN(C=O)C (N,N-dimethylformamide), C(C)N(CC)CC (triethylamine). Reaction conditions: time 1 hour. The product is ClC1=NC=CC(=C1)C1=CC(=C(O1)C)C(CC(C)C)NC1=CC=C(C=C1)C(=O)N(CCC(=O)O)C (3-[{[4-({1-[5-(2-chloropyridin-4-yl)-2-methylfuran-3-yl]-3-methylbutyl}amino)phenyl]carbonyl}(methyl)amino]propanoic acid). The yield is 96.2%. As a reaction SMILES: [Cl:1][C:2]1[CH:7]=[C:6]([C:8]2[O:12][C:11]([CH3:13])=[C:10]([CH:14]([NH:19][C:20]3[CH:28]=[CH:27][C:23]([C:24](O)=[O:25])=[CH:22][CH:21]=3)[CH2:15][CH:16]([CH3:18])[CH3:17])[CH:9]=2)[CH:5]=[CH:4][N:3]=1.[CH3:29][NH:30][CH2:31][CH2:32][C:33]([O:35]CC)=[O:34].Cl.C(N=C=NCCCN(C)C)C.O.OC1C2N=NNC=2C=CC=1>CN(C)C=O.C(OCC)(=O)C.C(N(CC)CC)C>[Cl:1][C:2]1[CH:7]=[C:6]([C:8]2[O:12][C:11]([CH3:13])=[C:10]([CH:14]([NH:19][C:20]3[CH:28]=[CH:27][C:23]([C:24]([N:30]([CH3:29])[CH2:31][CH2:32][C:33]([OH:35])=[O:34])=[O:25])=[CH:22][CH:21]=3)[CH2:15][CH:16]([CH3:17])[CH3:18])[CH:9]=2)[CH:5]=[CH:4][N:3]=1 |f:2.3,4.5|. Procedure details: A solution of 4-({1-[5-(2-chloropyridin-4-yl)-2-methylfuran-3-yl]-3-methylbutyl}amino)benzoic acid (239 mg), ethyl 3-(methylamino)propanoate (94 mg), 1-ethyl-3-(3-dimethylaminopropyl)carbodiimide hydrochloride (138 mg), hydroxybenzotriazole monohydrate (110 mg) and triethylamine (100 μL) in N,N-dimethylformamide (10 mL) was stirred at room temperature for 4 hr. Ethyl acetate was added, the mixture was washed with saturated aqueous sodium hydrogen carbonate solution and water, and the organic lay... The reactants are ClC1=NC=C(C(=N1)CCC1=C(C=CC=C1)CC(=O)N)Cl (2-(2-(2-(2,5-dichloropyrimidin-4-yl) ethyl)phenyl)acetamide), NC=1C=C(C=CC1)C(C)=O (1-(3-aminophenyl)ethanone). Run in CC(C)O (2-propanol). Reaction conditions: temperature 150 celsius. Yields the product C(C)(=O)C=1C=C(C=CC1)NC1=NC=C(C(=N1)CCC1=C(C=CC=C1)CC(=O)N)Cl (2-(2-(2-((3-Acetylphenyl)amino)-5-chloropyrimidin-4-ylethyl)phenyl)acetamide). Isolated yield 60.1%. RXN SMILES: Cl[C:2]1[N:7]=[C:6]([CH2:8][CH2:9][C:10]2[CH:15]=[CH:14][CH:13]=[CH:12][C:11]=2[CH2:16][C:17]([NH2:19])=[O:18])[C:5]([Cl:20])=[CH:4][N:3]=1.[NH2:21][C:22]1[CH:23]=[C:24]([C:28](=[O:30])[CH3:29])[CH:25]=[CH:26][CH:27]=1>CC(O)C>[C:28]([C:24]1[CH:23]=[C:22]([NH:21][C:2]2[N:7]=[C:6]([CH2:8][CH2:9][C:10]3[CH:15]=[CH:14][CH:13]=[CH:12][C:11]=3[CH2:16][C:17]([NH2:19])=[O:18])[C:5]([Cl:20])=[CH:4][N:3]=2)[CH:27]=[CH:26][CH:25]=1)(=[O:30])[CH3:29]. Procedure: A solution of 2-(2-(2-(2,5-dichloropyrimidin-4-yl) ethyl)phenyl)acetamide (A139) (0.158 g, 0.509 mmol) in 2-propanol (2 mL) containing 1-(3-aminophenyl)ethanone (0.138 g, 1.01 mmol) was heated under microwave irradiation at 150° C. for 2 hours. The reaction mixture was adsorbed onto silica gel and the product was purified using silica gel column chromatography (CombiFlash Rf, 12 g SiO2 Cartridge, 10-65% EtOAc in cyclohexane) to give the title compound (A141) as a white solid (0.125 g, 60%). LCMS...